This data is from the Open Reaction Database (ORD), a public repository of structured organic reaction records. The task is: describe an organic reaction: reactants, conditions, products, and yield The reactants are C(C)(C)(C)OC(=O)NCC=1C(=NC2=CC=C(C=C2C1C1=CC=CC=C1)C(=O)O)CC(C)C (3-{[(tert-butoxycarbonyl)amino]methyl}-2-isobutyl-4-phenylquinoline-6-carboxylic acid), solution, Cl (hydrogen chloride). Solvent: O1CCCC1 (tetrahydrofuran), C(C)(=O)OCC (ethyl acetate). Conditions: time 4 hour. Yields the product Cl.Cl.NCC=1C(=NC2=CC=C(C=C2C1C1=CC=CC=C1)C(=O)O)CC(C)C (3-(aminomethyl)-2-isobutyl-4-phenylquinoline-6-carboxylic Acid Dihydrochloride). The yield is 82.0%. RXN SMILES: C(OC([NH:8][CH2:9][C:10]1[C:11]([CH2:29][CH:30]([CH3:32])[CH3:31])=[N:12][C:13]2[C:18]([C:19]=1[C:20]1[CH:25]=[CH:24][CH:23]=[CH:22][CH:21]=1)=[CH:17][C:16]([C:26]([OH:28])=[O:27])=[CH:15][CH:14]=2)=O)(C)(C)C.[ClH:33]>O1CCCC1.C(OCC)(=O)C>[ClH:33].[ClH:33].[NH2:8][CH2:9][C:10]1[C:11]([CH2:29][CH:30]([CH3:32])[CH3:31])=[N:12][C:13]2[C:18]([C:19]=1[C:20]1[CH:25]=[CH:24][CH:23]=[CH:22][CH:21]=1)=[CH:17][C:16]([C:26]([OH:28])=[O:27])=[CH:15][CH:14]=2 |f:4.5.6|. Reported procedure: To a solution of 3-{[(tert-butoxycarbonyl)amino]methyl}-2-isobutyl-4-phenylquinoline-6-carboxylic acid (0.10 g, 0.23 mmol) in tetrahydrofuran (4 ml) was added 4N solution of hydrogen chloride in ethyl acetate (4 ml), and the mixture was stirred at room temperature for 4 hrs. The reaction mixture was concentrated under reduced pressure, and the residue was crystallized from diisopropyl ether-ethyl acetate to give the title compound (0.078 g, yield 82%) as colorless crystals. The reactants are CC(C)(C)OC(=O)NCCCN(C(=O)CCl)C1CCCCC1, [H-], [Na+], CN(C)C=O. Product: CC(C)(C)OC(=O)N1CCCN(C2CCCCC2)C(=O)C1. RXN SMILES: [Cl:1][CH2:2][C:3](=[O:4])[N:5]([CH2:6][CH2:7][CH2:8][NH:9][C:10]([O:11][C:12]([CH3:13])([CH3:14])[CH3:15])=[O:16])[CH:17]1[CH2:18][CH2:19][CH2:20][CH2:21][CH2:22]1.[H-:24].[Na+:23].[O:25]=[CH:26][N:27]([CH3:28])[CH3:29]>>[CH2:2]1[C:3](=[O:4])[N:5]([CH:17]2[CH2:18][CH2:19][CH2:20][CH2:21][CH2:22]2)[CH2:6][CH2:7][CH2:8][N:9]1[C:10]([O:11][C:12]([CH3:13])([CH3:14])[CH3:15])=[O:16]. The reactants are C(\C=C\C1=CC(O)=C(O)C=C1)(=O)O (caffeic acid), C1(=CC=CC2=CC=CC=C12)CCO (2-(1-naphthyl)ethanol). The product is C1(=CC=CC2=CC=CC=C12)CCOC(\C=C\C1=CC(O)=C(O)C=C1)=O (Caffeic acid 2-(1 naphthyl)ethyl ester). As a reaction SMILES: [C:1]([OH:13])(=[O:12])/[CH:2]=[CH:3]/[C:4]1[CH:11]=[CH:10][C:8]([OH:9])=[C:6]([OH:7])[CH:5]=1.[C:14]1([CH2:24][CH2:25]O)[C:23]2[C:18](=[CH:19][CH:20]=[CH:21][CH:22]=2)[CH:17]=[CH:16][CH:15]=1>>[C:14]1([CH2:24][CH2:25][O:12][C:1](=[O:13])/[CH:2]=[CH:3]/[C:4]2[CH:11]=[CH:10][C:8]([OH:9])=[C:6]([OH:7])[CH:5]=2)[C:23]2[C:18](=[CH:19][CH:20]=[CH:21][CH:22]=2)[CH:17]=[CH:16][CH:15]=1. Reported procedure: Reaction of caffeic acid and 2-(1-naphthyl)ethanol as outlined in method A except that the reaction time was increased to 6 days, provided product 67H-148-A as a snow-white solid in 21% overall yield: mp 165°-168° C.; 1H NMR (DMSO-d6) δ:8.21 (d, 1H, J=8.1 Hz), 7.97-7.94 (m, 1H), 7.84 (t, 1H, J=5 Hz), 7.64-7.39 (m, 5H), 7.03 (d, 1H, J=1.8 Hz), 6.99 (dd, 1H, J=1.8 Hz & 8.1 Hz), 6.23 (d, 1H, J=15.9 Hz), 4.44 (t, 2H, J=7.0 Hz), 3.45 (t, 2H, J=7.0 Hz); FABMS (NBA, -VE) m/z 333 (M--H). Anal. (C21H18O4... Starting materials: C(C)(C)(C)OC(=O)N1C(C(NC(C1)C)C)=C=O (3,5-dimethyl carbonyl piperazine-1-carboxylic acid t-butyl ester), C([O-])([O-])=O.[K+].[K+] (potassium carbonate), COC(CBr)=O (bromo acetic acid methyl ester), CN(C)C=O (DMF). Reaction conditions: temperature 60 celsius, time 3 hour. As a reaction SMILES: [C:1]([O:5][C:6]([N:8]1[CH2:13][CH:12]([CH3:14])[NH:11][CH:10]([CH3:15])[C:9]1=[C:16]=O)=[O:7])([CH3:4])([CH3:3])[CH3:2].C(=O)([O-])[O-].[K+].[K+].[CH3:24][O:25][C:26](=[O:29])CBr.CN(C=O)C>O>[C:1]([O:5][C:6]([N:8]1[CH2:13][CH:12]([CH3:14])[N:11]([C:26]([O:25][CH3:24])=[O:29])[CH:10]([CH3:15])[CH:9]1[CH3:16])=[O:7])([CH3:2])([CH3:3])[CH3:4] |f:1.2.3|. Run in O (water). Procedure: A mixture of 3,5-dimethyl carbonyl piperazine-1-carboxylic acid t-butyl ester (18.7 g), potassium carbonate (14.5 g), bromo acetic acid methyl ester (14.7 g), DMF (90 mL) was stirred at 60° C. for 3 hours. To the reaction solution was added water and extracted with ethyl acetate. The organic layer was washed with water and brine, and dried over magnesium sulphate. The solvent was evaporated under reduced pressure to give the title compound. This compound was provided to the next reaction without... Yields the product C(C)(C)(C)OC(=O)N1C(C(N(C(C1)C)C(=O)OC)C)C (4-methoxycarbonyl methyl-3,5-dimethyl piperazine-1-carboxylic acid t-butyl ester). The reactants are N#CN.[Na] (sodium hydrogen cyanamide), FC1=CC=C(OCC2OC2)C=C1 (2-(4-fluoro-phenoxymethyl)-oxirane). The solvent is CO (methanol). Conditions: time 8 hour. Product: FC1=CC=C(OCC2CN=C(O2)N)C=C1 (5-(4-fluorophenoxymethyl)-(4,5-dihydro-oxazol-2-yl)amine). Isolated yield 36.6%. RXN SMILES: [N:1]#[C:2][NH2:3].[Na].[F:5][C:6]1[CH:16]=[CH:15][C:9]([O:10][CH2:11][CH:12]2[CH2:14][O:13]2)=[CH:8][CH:7]=1>CO>[F:5][C:6]1[CH:16]=[CH:15][C:9]([O:10][CH2:11][CH:12]2[O:13][C:2]([NH2:3])=[N:1][CH2:14]2)=[CH:8][CH:7]=1 |f:0.1,^1:3|. Procedure: To a vigorously stirred solution of sodium hydrogen cyanamide (0.64 g, 10.0 mmol) in methanol (10 mL) was added dropwise 2-(4-fluoro-phenoxymethyl)-oxirane (1.68 g, 10 mmol) after which the reaction mixture was stirred at room temperature overnight. The reaction mixture was concentrated to remove methanol. Anhydrous diethyl ether (50 mL) was added after which the resulting white precipitate was removed by filtration through celite and the filtrate concentrated. The residue was purified by flash ... The reactants are Cl.CN(CCCN=C=NCC)C (1-[3-(dimethylamino)propyl]-3-ethylcarbodiimide hydrochloride), C(C)(C)(C)OC(C[C@H](C(=O)O)CCCC1CCCCC1)=O ((2R)-2-[2-(tert-butoxy)-2-oxoethyl]-5-cyclohexylpentanoic acid), O.ON1N=NC2=C1C=CC=C2 (1-hydroxybenzotriazole hydrate), Cl.C(C)OC([C@@H](N)CO)=O (serine ethyl ester hydrochloride), C(C)(C)N(C(C)C)CC (N,N-diisopropylethylamine). The solvent is ClCCl (dichloromethane), ClCCl (dichloromethane). Conditions: temperature 0 celsius, time 15 minute. Yields the product C1(CCCCC1)CCC[C@H](CC(=O)OC(C)(C)C)C(=O)N[C@H](C(=O)OCC)CO (tert-Butyl (3R)-6-cyclohexyl-3-({[(1S)-2-ethoxy-1-(hydroxymethyl)-2-oxoethyl]amino}carbonyl)hexanoate). The yield is 78.1%. As a reaction SMILES: [C:1]([O:5][C:6](=[O:21])[CH2:7][C@@H:8]([CH2:12][CH2:13][CH2:14][CH:15]1[CH2:20][CH2:19][CH2:18][CH2:17][CH2:16]1)[C:9]([OH:11])=O)([CH3:4])([CH3:3])[CH3:2].O.ON1C2C=CC=CC=2N=N1.Cl.[CH2:34]([O:36][C:37](=[O:42])[C@H:38]([CH2:40][OH:41])[NH2:39])[CH3:35].C(N(CC)C(C)C)(C)C.Cl.CN(C)CCCN=C=NCC>ClCCl>[CH:15]1([CH2:14][CH2:13][CH2:12][C@@H:8]([C:9]([NH:39][C@@H:38]([CH2:40][OH:41])[C:37]([O:36][CH2:34][CH3:35])=[O:42])=[O:11])[CH2:7][C:6]([O:5][C:1]([CH3:2])([CH3:3])[CH3:4])=[O:21])[CH2:20][CH2:19][CH2:18][CH2:17][CH2:16]1 |f:1.2,3.4,6.7|. Procedure: A solution of (2R)-2-[2-(tert-butoxy)-2-oxoethyl]-5-cyclohexylpentanoic acid (Preparation 25) (5.00 g, 16.76 mmol) in dichloromethane (75 ml) was treated sequentially with 1-hydroxybenzotriazole hydrate (2.49 g, 18.43 mmol), serine ethyl ester hydrochloride (3.13 g, 18.43 mmol) and N,N-diisopropylethylamine (6.13 ml, 35.19 mmol) and the resulting mixture was stirred at 0° C. under a nitrogen atmosphere for 15 minutes. 1-[3-(dimethylamino)propyl]-3-ethylcarbodiimide hydrochloride (3.53 g, 18.43 m... The reactants are FC1=C(C=CC=C1)CC(=O)Cl (2-(2-fluorophenyl)acetyl chloride), S(=O)(=O)=O (sulphur trioxide). Solvent: ClC(C)Cl (dichloroethane), ClCCl (dichloromethane). The product is FC1=C(C=CC=C1)C(C(=O)Cl)S(=O)(=O)O (2-(2Fluorophenyl)-2-sulphoacetylchloride). Reaction SMILES: [F:1][C:2]1[CH:7]=[CH:6][CH:5]=[CH:4][C:3]=1[CH2:8][C:9]([Cl:11])=[O:10].[S:12](=[O:15])(=[O:14])=[O:13]>ClCCl.ClC(Cl)C>[F:1][C:2]1[CH:7]=[CH:6][CH:5]=[CH:4][C:3]=1[CH:8]([S:12]([OH:15])(=[O:14])=[O:13])[C:9]([Cl:11])=[O:10]. Procedure: A solution of 2-(2-fluorophenyl)acetyl chloride (1.73 g, 10 mmole) in dichloromethane (20 ml) was treated with a suspension of sulphur trioxide--dioxane complex (15 mmole) in dichloroethane at 0° C. This mixture was stirred at room temperature for eighteen hours and evaporated to a yellow gum. νmax. (CHCl3) 1805 cm-1. Starting materials: COC(=O)COc1ccccc1Oc1cc(NC(C)=O)c(F)cc1N, COC(C)(C)C, Cl[Cu], Cl, O=N[O-], [Na+], O. Yields the product COC(=O)COc1ccccc1Oc1cc(NC(C)=O)c(F)cc1Cl. RXN SMILES: [C:2]([CH3:3])(=[O:4])[NH:5][c:6]1[c:7]([F:26])[cH:8][c:9]([NH2:25])[c:10]([O:11][c:12]2[c:13]([O:14][CH2:15][C:16](=[O:17])[O:18][CH3:19])[cH:20][cH:21][cH:22][cH:23]2)[cH:24]1.[CH3:34][O:35][C:36]([CH3:37])([CH3:38])[CH3:39].[Cl:31][Cu:32].[ClH:1].[N:27]([O-:28])=[O:29].[Na+:30].[OH2:33]>>[Cl:1][c:9]1[cH:8][c:7]([F:26])[c:6]([NH:5][C:2]([CH3:3])=[O:4])[cH:24][c:10]1[O:11][c:12]1[c:13]([O:14][CH2:15][C:16](=[O:17])[O:18][CH3:19])[cH:20][cH:21][cH:22][cH:23]1.